The task is: describe an organic reaction: reactants, conditions, products, and yield. This data is from the Open Reaction Database (ORD), a public repository of structured organic reaction records. Starting materials: OC12CC3C(C(CC(C1)C3)C2)N2C(NC=3C2=C2C(=NC3)NC=C2)=O ((5-Hydroxyadamantan-2-yl)-3,6-dihydroimidazo[4,5-d]pyrrolo[2,3-b]pyridine-2(1H)-one), C(C)S(N)(CC)(F)(F)F (diethyl aminosulfur trifluoride), C(O)([O-])=O.[Na+] (sodium hydrogencarbonate), C(C)(=O)OCC (ethyl acetate). Solvent: ClCCl (dichloromethane). Conditions: time 1 hour. Product: FC12CC3C(C(CC(C1)C3)C2)N2C(NC=3C2=C2C(=NC3)NC=C2)=O ((5-fluoroadamantan-2-yl)-3,6-dihydroimidazo[4,5-d]pyrrolo[2,3-b]pyridine-2(1H)-one). Reaction SMILES: O[C:2]12[CH2:11][CH:6]3[CH2:7][CH:8]([CH2:10][CH:4]([CH:5]3[N:12]3[C:16]4=[C:17]5[CH:23]=[CH:22][NH:21][C:18]5=[N:19][CH:20]=[C:15]4[NH:14][C:13]3=[O:24])[CH2:3]1)[CH2:9]2.C(S(F)(F)([F:31])(CC)N)C.C(=O)([O-])O.[Na+].C(OCC)(=O)C>ClCCl>[F:31][C:2]12[CH2:11][CH:6]3[CH2:7][CH:8]([CH2:10][CH:4]([CH:5]3[N:12]3[C:16]4=[C:17]5[CH:23]=[CH:22][NH:21][C:18]5=[N:19][CH:20]=[C:15]4[NH:14][C:13]3=[O:24])[CH2:3]1)[CH2:9]2 |f:2.3|. Reported procedure: (5-Hydroxyadamantan-2-yl)-3,6-dihydroimidazo[4,5-d]pyrrolo[2,3-b]pyridine-2(1H)-one (92 mg) was suspended in dichloromethane, and diethyl aminosulfur trifluoride (DAST) was added. The mixture was stirred at ambient temperature for 1 hour. The saturated aqueous sodium hydrogencarbonate and ethyl acetate were added. The obtained solid was collected by filtration and washed with diisopropyl ethylether to obtain (5-fluoroadamantan-2-yl)-3,6-dihydroimidazo[4,5-d]pyrrolo[2,3-b]pyridine-2(1H)-one (34 m... Starting materials: NC1=C(C#N)C(=CC=C1)C=C(C)C (2-amino-6-(2-methylprop-1-enyl)benzonitrile), S(N)(=O)(=O)Cl (sulfamoyl chloride). Run in CN(C(C)=O)C (N,N-dimethylacetamide). Conditions: time 2 hour. Product: S(N)(=O)(=O)NC1=C(C#N)C(=CC=C1)C=C(C)C (2-Sulfamoylamino-6-(2-methylprop-1-enyl)benzonitrile). Isolated yield 93.0%. RXN SMILES: [NH2:1][C:2]1[CH:9]=[CH:8][CH:7]=[C:6]([CH:10]=[C:11]([CH3:13])[CH3:12])[C:3]=1[C:4]#[N:5].[S:14](Cl)(=[O:17])(=[O:16])[NH2:15]>CN(C)C(=O)C>[S:14]([NH:1][C:2]1[CH:9]=[CH:8][CH:7]=[C:6]([CH:10]=[C:11]([CH3:13])[CH3:12])[C:3]=1[C:4]#[N:5])(=[O:17])(=[O:16])[NH2:15]. Reported procedure: A solution of 2-amino-6-(2-methylprop-1-enyl)benzonitrile (Example 129b) (1.24 g; 7.23 mmol) in N,N-dimethylacetamide (DMA) (20.0 mL), under a nitrogen atmosphere, was treated with sulfamoyl chloride (1.67 g; 14.45 mmol) at room temperature. The obtained mixture was stirred at room temperature for 2 h and the reaction was quenched with water (40 mL). The mixture was extracted with EtOAc (4×80 mL), the combined extract was washed with water (2×20 mL) and brine, and dried with MgSO4. The filtrate ... Starting materials: CC(=O)O, Cl, N#Cc1cc(Cl)ccc1OC1CCN(CCC2CCC(N)CC2)CC1. The product is CC(=O)NC1CCC(CCN2CCC(Oc3ccc(Cl)cc3C#N)CC2)CC1. Reaction SMILES: [CH3:27][C:28]([OH:29])=[O:30].[ClH:1].[NH2:2][CH:3]1[CH2:4][CH2:5][CH:6]([CH2:9][CH2:10][N:11]2[CH2:12][CH2:13][CH:14]([O:17][c:18]3[c:19]([C:20]#[N:21])[cH:22][c:23]([Cl:26])[cH:24][cH:25]3)[CH2:15][CH2:16]2)[CH2:7][CH2:8]1>>[NH:2]([CH:3]1[CH2:4][CH2:5][CH:6]([CH2:9][CH2:10][N:11]2[CH2:12][CH2:13][CH:14]([O:17][c:18]3[c:19]([C:20]#[N:21])[cH:22][c:23]([Cl:26])[cH:24][cH:25]3)[CH2:15][CH2:16]2)[CH2:7][CH2:8]1)[C:28]([CH3:27])=[O:29]. Yields the product CCOc1cc2c(cc1Br)C(C(C)(C)C)=CCC2(C)C. Reactants: [Br-], CCOc1cc2c(cc1Br)C(=O)CCC2(C)C, CC(C)(C)[Mg+], C1CCOC1. RXN SMILES: [Br-:18].[Br:1][c:2]1[c:3]([O:15][CH2:16][CH3:17])[cH:4][c:5]2[c:10]([cH:11]1)[C:9](=[O:12])[CH2:8][CH2:7][C:6]2([CH3:13])[CH3:14].[C:19]([CH3:20])([CH3:21])([CH3:22])[Mg+:23].[CH2:24]1[O:25][CH2:26][CH2:27][CH2:28]1>>[Br:1][c:2]1[c:3]([O:15][CH2:16][CH3:17])[cH:4][c:5]2[c:10]([cH:11]1)[C:9]([C:19]([CH3:20])([CH3:21])[CH3:22])=[CH:8][CH2:7][C:6]2([CH3:13])[CH3:14]. Starting materials: O=C([O-])[O-], FC(F)(F)c1cccnc1-c1ccc2c(Cl)ccnc2n1, [Cs+], [Cs+], Nc1ccc(C(F)(F)F)cn1, C1COCCO1, O=C(C=Cc1ccccc1)C=Cc1ccccc1, O=C(C=Cc1ccccc1)C=Cc1ccccc1, O=C(C=Cc1ccccc1)C=Cc1ccccc1, [Pd], [Pd]. As a reaction SMILES: [C:33](=[O:34])([O-:35])[O-:36].[Cl:1][c:2]1[c:3]2[cH:4][cH:5][c:6](-[c:12]3[n:13][cH:14][cH:15][cH:16][c:17]3[C:18]([F:19])([F:20])[F:21])[n:7][c:8]2[n:9][cH:10][cH:11]1.[Cs+:37].[Cs+:38].[NH2:22][c:23]1[n:24][cH:25][c:26]([C:29]([F:30])([F:31])[F:32])[cH:27][cH:28]1.[O:39]1[CH2:40][CH2:41][O:42][CH2:43][CH2:44]1.[O:47]=[C:48]([CH:49]=[CH:50][c:51]1[cH:52][cH:53][cH:54][cH:55][cH:56]1)[CH:57]=[CH:58][c:59]1[cH:60][cH:61][cH:62][cH:63][cH:64]1.[O:65]=[C:66]([CH:67]=[CH:68][c:69]1[cH:70][cH:71][cH:72][cH:73][cH:74]1)[CH:75]=[CH:76][c:77]1[cH:78][cH:79][cH:80][cH:81][cH:82]1.[O:83]=[C:84]([CH:85]=[CH:86][c:87]1[cH:88][cH:89][cH:90][cH:91][cH:92]1)[CH:93]=[CH:94][c:95]1[cH:96][cH:97][cH:98][cH:99][cH:100]1.[Pd:45].[Pd:46]>>[c:2]1([NH:22][c:23]2[n:24][cH:25][c:26]([C:29]([F:30])([F:31])[F:32])[cH:27][cH:28]2)[c:3]2[cH:4][cH:5][c:6](-[c:12]3[n:13][cH:14][cH:15][cH:16][c:17]3[C:18]([F:19])([F:20])[F:21])[n:7][c:8]2[n:9][cH:10][cH:11]1. Product: FC(F)(F)c1ccc(Nc2ccnc3nc(-c4ncccc4C(F)(F)F)ccc23)nc1. Starting materials: CC1=NC(=CC=C1)C#CC=C1CCNCC1 (2-Methyl-6-(3-piperidin-4-ylideneprop-1-ynyl)pyridine), OC(C#CC1=NC(=CC=C1)C)C1CCN(CC1)C(=O)OC(C)(C)C (tert-Butyl 4-[1-hydroxy-3-(6-methylpyridin-2-yl)prop-2-ynyl]piperidine-1-carboxylate). Product: CC1=CC=CC(=N1)C#CC(O)C1CCNCC1 (3-(6-Methyl-pyridin-2-yl)-1-piperidin-4-yl-prop-2-yn-1-ol). As a reaction SMILES: CC1C=CC=C(C#CC=C2CCNCC2)N=1.[OH:17][CH:18]([CH:28]1[CH2:33][CH2:32][N:31](C(OC(C)(C)C)=O)[CH2:30][CH2:29]1)[C:19]#[C:20][C:21]1[CH:26]=[CH:25][CH:24]=[C:23]([CH3:27])[N:22]=1>>[CH3:27][C:23]1[N:22]=[C:21]([C:20]#[C:19][CH:18]([CH:28]2[CH2:29][CH2:30][NH:31][CH2:32][CH2:33]2)[OH:17])[CH:26]=[CH:25][CH:24]=1. Procedure details: The title compound was prepared following the procedure described for the compound of Example 3, using the Compound of Example 39 instead of the Compound of Example 2. After the usual work-up procedure, the crude was used in the next step without further purification. The reactants are O=C([O-])[O-], CC#N, OC(CCl)c1cccnc1, [K+], [K+]. Product: c1cncc(C2CO2)c1. As a reaction SMILES: [C:11](=[O:12])([O-:13])[O-:14].[CH3:17][C:18]#[N:19].[Cl:1][CH2:2][CH:3]([OH:4])[c:5]1[cH:6][n:7][cH:8][cH:9][cH:10]1.[K+:15].[K+:16]>>[CH2:2]1[CH:3]([c:5]2[cH:6][n:7][cH:8][cH:9][cH:10]2)[O:4]1. Starting materials: CC1(C)CCNc2cc([N+](=O)[O-])ccc21, [H-], CCI, [Na+], CN(C)C=O. Product: CCN1CCC(C)(C)c2ccc([N+](=O)[O-])cc21. RXN SMILES: [CH3:1][C:2]1([CH3:15])[CH2:3][CH2:4][NH:5][c:6]2[cH:7][c:8]([N+:12](=[O:13])[O-:14])[cH:9][cH:10][c:11]21.[H-:20].[I:16][CH2:17][CH3:18].[Na+:19].[O:21]=[CH:22][N:23]([CH3:24])[CH3:25]>>[CH3:1][C:2]1([CH3:15])[CH2:3][CH2:4][N:5]([CH2:17][CH3:18])[c:6]2[cH:7][c:8]([N+:12](=[O:13])[O-:14])[cH:9][cH:10][c:11]21. Starting materials: COC1=C(OC)C(=O)C(Cc2ccc(OC(C)=O)c(C(=O)Nc3cc(OC)ncn3)c2)=C(C)C1=O, CO, [Na+], O, O=C([O-])O. The product is COC1=C(OC)C(=O)C(Cc2ccc(O)c(C(=O)Nc3cc(OC)ncn3)c2)=C(C)C1=O. Reaction SMILES: [CH3:1][O:2][c:3]1[cH:4][c:5]([NH:9][C:10]([c:11]2[c:12]([O:31][C:32](=[O:33])[CH3:34])[cH:13][cH:14][c:15]([CH2:17][C:18]3=[C:23]([CH3:24])[C:22](=[O:25])[C:21]([O:26][CH3:27])=[C:20]([O:28][CH3:29])[C:19]3=[O:30])[cH:16]2)=[O:35])[n:6][cH:7][n:8]1.[CH3:41][OH:42].[Na+:36].[OH2:43].[OH:37][C:38](=[O:39])[O-:40]>>[CH3:1][O:2][c:3]1[cH:4][c:5]([NH:9][C:10]([c:11]2[c:12]([OH:31])[cH:13][cH:14][c:15]([CH2:17][C:18]3=[C:23]([CH3:24])[C:22](=[O:25])[C:21]([O:26][CH3:27])=[C:20]([O:28][CH3:29])[C:19]3=[O:30])[cH:16]2)=[O:35])[n:6][cH:7][n:8]1. The reactants are C1CCCCC1.C(C)(=O)OCC (cyclohexane ethyl acetate), C1(CCC1)CC=NCC1=CC=CC=C1 (N-(2-cyclobutylethylidene)-1-phenylmethanamine), C[Si](OC(=C(OCC)OCC)OCC)(C)C (Trimethyl(1,2,2-triethoxyvinyloxy)silane), [Mg+2].[Br-].[Br-] (MgBr2). Run in C1(=CC=CC=C1)C (toluene). Run at time 15 minute. Yields the product C(C1=CC=CC=C1)NC(C(C(=O)OCC)(OCC)OCC)CC1CCC1 (ethyl 3-(benzylamino)-4-cyclobutyl-2,2-diethoxybutanoate). Isolated yield 57.1%. RXN SMILES: [CH:1]1([CH2:5][CH:6]=[N:7][CH2:8][C:9]2[CH:14]=[CH:13][CH:12]=[CH:11][CH:10]=2)[CH2:4][CH2:3][CH2:2]1.[Mg+2].[Br-].[Br-].C[Si](C)(C)[O:20][C:21]([O:29][CH2:30][CH3:31])=[C:22]([O:26][CH2:27][CH3:28])[O:23][CH2:24][CH3:25].C1CCCCC1.C(OCC)(=O)C>C1(C)C=CC=CC=1>[CH2:8]([NH:7][CH:6]([CH2:5][CH:1]1[CH2:4][CH2:3][CH2:2]1)[C:22]([O:26][CH2:27][CH3:28])([O:23][CH2:24][CH3:25])[C:21]([O:29][CH2:30][CH3:31])=[O:20])[C:9]1[CH:10]=[CH:11][CH:12]=[CH:13][CH:14]=1 |f:1.2.3,5.6|. Reported procedure: N-(2-cyclobutylethylidene)-1-phenylmethanamine (1.00 g, 5.3 mmol) was dissolved in 23 mL toluene, MgBr2.0Et2 (2.07 g, 8.0 mmol) was added and the mixture was stirred at room temperature for 15 minutes. Trimethyl(1,2,2-triethoxyvinyloxy)silane (1.83 g, 7.4 mmol) was added, and the mixture was stirred at room temperature. After 3 hours, the reaction was quenched with water (30 mL) and acidified to pH=2 with hydrochloric acid. The organic phase was washed with sat. NaHCO3, dried over Na2SO4 and the...